Dataset: the Open Reaction Database (ORD), a public repository of structured organic reaction records. Task: describe an organic reaction: reactants, conditions, products, and yield Reactants: CN1CCN(c2cc(NC(=O)O)cc(C(F)(F)F)c2)CC1, O=C(O)Nc1cc(N2CCOCC2)cc(C(F)(F)F)c1. The product is CN1CCN(c2cc(N)cc(C(F)(F)F)c2)CC1. As a reaction SMILES: [CH3:1][N:2]1[CH2:3][CH2:4][N:5]([c:8]2[cH:9][c:10]([NH:18][C:19](=[O:20])[OH:21])[cH:11][c:12]([C:14]([F:15])([F:16])[F:17])[cH:13]2)[CH2:6][CH2:7]1.[O:22]1[CH2:23][CH2:24][N:25]([c:26]2[cH:27][c:28]([NH:29][C:30](=[O:31])[OH:32])[cH:33][c:34]([C:35]([F:36])([F:37])[F:38])[cH:39]2)[CH2:40][CH2:41]1>>[CH3:1][N:2]1[CH2:3][CH2:4][N:5]([c:8]2[cH:9][c:10]([NH2:18])[cH:11][c:12]([C:14]([F:15])([F:16])[F:17])[cH:13]2)[CH2:6][CH2:7]1. Reactants: Oc1cccc(-c2c(Cc3ccccc3)cnc3c(C(F)(F)F)cccc23)c1, CC(O)c1ccccc1Cl. The product is CC(Oc1cccc(-c2c(Cc3ccccc3)cnc3c(C(F)(F)F)cccc23)c1)c1ccccc1Cl. As a reaction SMILES: [CH2:1]([c:2]1[cH:3][cH:4][cH:5][cH:6][cH:7]1)[c:8]1[cH:9][n:10][c:11]2[c:12]([C:25]([F:26])([F:27])[F:28])[cH:13][cH:14][cH:15][c:16]2[c:17]1-[c:18]1[cH:19][c:20]([OH:24])[cH:21][cH:22][cH:23]1.[Cl:29][c:30]1[c:31]([CH:36]([CH3:37])[OH:38])[cH:32][cH:33][cH:34][cH:35]1>>[CH2:1]([c:2]1[cH:3][cH:4][cH:5][cH:6][cH:7]1)[c:8]1[cH:9][n:10][c:11]2[c:12]([C:25]([F:26])([F:27])[F:28])[cH:13][cH:14][cH:15][c:16]2[c:17]1-[c:18]1[cH:19][c:20]([O:24][CH:36]([c:31]2[c:30]([Cl:29])[cH:35][cH:34][cH:33][cH:32]2)[CH3:37])[cH:21][cH:22][cH:23]1. The reactants are C(C)(=O)OC(C)=O (Acetic anhydride), NC=1C=CC(=C(C1)O)C (5-amino-2-methyl phenol), BrC=1C=C(C=CC1)OCC (3-bromophenetole), C(=O)([O-])[O-].[Cs+].[Cs+] (Cs2CO3). Solvent: O (water), C(C)(=O)O (acetic acid), CN(C)C=O (DMF). Reaction conditions: time 8 hour. Yields the product CC1=C(C=C(C=C1)NC(C)=O)OCCOC1=CC=CC=C1 (N-[4-methyl-3-(2-phenoxy-ethoxy)-phenyl]-acetamide). As a reaction SMILES: [C:1](OC(=O)C)(=[O:3])[CH3:2].[NH2:8][C:9]1[CH:10]=[CH:11][C:12]([CH3:16])=[C:13]([OH:15])[CH:14]=1.Br[C:18]1[CH:19]=[C:20]([O:24][CH2:25][CH3:26])[CH:21]=[CH:22][CH:23]=1.C([O-])([O-])=O.[Cs+].[Cs+]>C(O)(=O)C.CN(C=O)C.O>[CH3:16][C:12]1[CH:11]=[CH:10][C:9]([NH:8][C:1](=[O:3])[CH3:2])=[CH:14][C:13]=1[O:15][CH2:26][CH2:25][O:24][C:20]1[CH:21]=[CH:22][CH:23]=[CH:18][CH:19]=1 |f:3.4.5|. Reported procedure: Acetic anhydride (1.25 mL, 12.2 mmol) was added to a solution of 5-amino-2-methyl phenol (1.0 g, 8.1 mmol) in acetic acid (6 mL), and the reaction was refluxed for 5 mins. Then the reaction mixture was cooled to room temperature and the product was solidified. It was filtered off and washed with water (4 mL) and dried to obtain the product along with the trace amount of O-acylated product. The mixture, to which was added 3-bromophenetole (1.33 g, 6.6 mmol) and Cs2CO3 (2.927 g, 9.0 mmol) in DMF (...